This data is from the Open Reaction Database (ORD), a public repository of structured organic reaction records. The task is: describe an organic reaction: reactants, conditions, products, and yield Reactants: COc1ccc(C(=O)CCCC(=O)O)cc1OC, Cl, Cl[Hg]Cl, [Zn]. Yields the product COc1ccc(CCCCC(=O)O)cc1OC. RXN SMILES: [CH3:1][O:2][c:3]1[cH:4][c:5]([C:11]([CH2:12][CH2:13][CH2:14][C:15](=[O:16])[OH:17])=[O:18])[cH:6][cH:7][c:8]1[O:9][CH3:10].[ClH:19].[Hg:21]([Cl:22])[Cl:23].[Zn:20]>>[CH3:1][O:2][c:3]1[cH:4][c:5]([CH2:11][CH2:12][CH2:13][CH2:14][C:15](=[O:16])[OH:17])[cH:6][cH:7][c:8]1[O:9][CH3:10]. The reactants are [OH-].[Na+] (sodium hydroxide), BrC1=C(C(=C(C(=O)C=2C=NOC2C2CC2)C=C1)N(S(=O)(=O)C)C)OCC (4-[4-bromo-3-ethoxy-2-(N-methyl-N-methylsulphonylamino)benzoyl]-5-cyclopropylisoxazole), S(O)(O)(=O)=O (sulphuric acid), O (water). Run in C(C)(=O)O (acetic acid). Conditions: temperature 70 celsius, time 4 hour. Yields the product BrC1=C(C(=C(C(=O)C=2C=NOC2C2CC2)C=C1)NC)OCC (4-[4-bromo-3-ethoxy-2-(methylamino)benzoyl]-5-cyclopropylisoxazole). Yield: 23.3%. Reaction SMILES: [Br:1][C:2]1[CH:17]=[CH:16][C:5]([C:6]([C:8]2[CH:9]=[N:10][O:11][C:12]=2[CH:13]2[CH2:15][CH2:14]2)=[O:7])=[C:4]([N:18]([CH3:23])S(C)(=O)=O)[C:3]=1[O:24][CH2:25][CH3:26].S(=O)(=O)(O)O.O.[OH-].[Na+]>C(O)(=O)C>[Br:1][C:2]1[CH:17]=[CH:16][C:5]([C:6]([C:8]2[CH:9]=[N:10][O:11][C:12]=2[CH:13]2[CH2:15][CH2:14]2)=[O:7])=[C:4]([NH:18][CH3:23])[C:3]=1[O:24][CH2:25][CH3:26] |f:3.4|. Procedure: A mixture of 4-[4-bromo-3-ethoxy-2-(N-methyl-N-methylsulphonylamino)benzoyl]-5-cyclopropylisoxazole (0.5 g) and concentrated sulphuric acid (6 ml) in acetic acid (9 ml) was heated at 70° C. for 4 hours, then at 90° C. for 4 hours. The mixture was poured into excess water and carefully brought to pH 5.5 by the addition of 2M sodium hydroxide solution, extracted with ethyl acetate, dried (anhydrous magnesium sulphate), evaporated and purified by column chromatography to yield 4-[4-bromo-3-ethoxy-2...